From a dataset of the Open Reaction Database (ORD), a public repository of structured organic reaction records. describe an organic reaction: reactants, conditions, products, and yield Conditions: temperature 25 celsius, time 12 hour. Starting materials: C[Si](C)(C)Oc2ccc1ccccc1c2 (substrate), Cc1ccccc1[Zn](C)(C)(C)([Li])[Li] (effective_coupling_partner). Product: Cc1ccccc1c3ccc2ccccc2c3. The reagents and catalysts are PCy3. Reactants: Cl.C(C)(=O)OCCOCCNC1=C(C=NC2=CC=CN=C12)NC(CCC)=O (2-(2-{[3-(butyrylamino)[1,5]naphthyridin-4-yl]amino}ethoxy)ethyl acetate hydrochloride), [OH-].[Na+] (NaOH), [OH-].[Na+] (NaOH). Solvent: C(C)O (ethanol). Conditions: temperature 60 celsius. Product: C(CC)C=1N(C2=C(C=NC=3C=CC=NC23)N1)CCOCCO (2-[2-(2-propyl-1H-imidazo[4,5-c][1,5]naphthyridin-1-yl)ethoxy]ethanol). Yield: 89.0%. RXN SMILES: Cl.C([O:5][CH2:6][CH2:7][O:8][CH2:9][CH2:10][NH:11][C:12]1[C:21]2[C:16](=[CH:17][CH:18]=[CH:19][N:20]=2)[N:15]=[CH:14][C:13]=1[NH:22][C:23](=O)[CH2:24][CH2:25][CH3:26])(=O)C.[OH-].[Na+]>C(O)C>[CH2:24]([C:23]1[N:11]([CH2:10][CH2:9][O:8][CH2:7][CH2:6][OH:5])[C:12]2[C:21]3[N:20]=[CH:19][CH:18]=[CH:17][C:16]=3[N:15]=[CH:14][C:13]=2[N:22]=1)[CH2:25][CH3:26] |f:0.1,2.3|. Procedure details: Modifying the procedure described in Part E of Examples 127-135, 2-(2-{[3-(butyrylamino)[1,5]naphthyridin-4-yl]amino}ethoxy)ethyl acetate hydrochloride (approximately 24.5 mmol) was treated with 2 M NaOH (37 mL, 73.5 mmol) in ethanol. After the solution was heated at 60° C. overnight, more 2 M NaOH was added (1 equivalent) and the mixture was heated at 70° C. for 8 hours. After the work-up described in Part E of Examples 127-135, 6.55 g of 2-[2-(2-propyl-1H-imidazo[4,5-c][1,5]naphthyridin-1-yl)e... Starting materials: CC=1C2=C(SC1CC(=O)O)C=CC=C2 (3-methylbenzo[b]thiophene-2-acetic acid), S(=O)(Cl)Cl (thionyl chloride). Product: CC1=C(SC2=CC=CC=C12)CC(=O)Cl (3-Methylbenzo[b]thiophene-2-acetyl chloride). RXN SMILES: [CH3:1][C:2]1[C:3]2[CH:14]=[CH:13][CH:12]=[CH:11][C:4]=2[S:5][C:6]=1[CH2:7][C:8](O)=[O:9].S(Cl)([Cl:17])=O>>[CH3:1][C:2]1[C:3]2[C:4](=[CH:11][CH:12]=[CH:13][CH:14]=2)[S:5][C:6]=1[CH2:7][C:8]([Cl:17])=[O:9]. Reported procedure: A mixture of 2.0 g of 3-methylbenzo[b]thiophene-2-acetic acid and 19.4 ml of thionyl chloride is heated at reflux for 1 hour. The volatiles are evaporated in vacuo to give a residue which is concentrated from toluene three times and dried under vacuum to give 2.25 g of the desired product as a residue. The reactants are (OH)5CH3CHOHCO2, [Al] (aluminum), [Al] (aluminum), solution, C(C(O)C)(=O)O (lactic acid). The solvent is O (water). The product is C(C(O)C)(=O)[O-].[Al+3].C(C(O)C)(=O)[O-].C(C(O)C)(=O)[O-] (aluminum lactate). Reaction SMILES: [C:1]([OH:6])(=[O:5])[CH:2]([CH3:4])[OH:3].[Al:7]>O>[C:1]([O-:6])(=[O:5])[CH:2]([CH3:4])[OH:3].[Al+3:7].[C:1]([O-:6])(=[O:5])[CH:2]([CH3:4])[OH:3].[C:1]([O-:6])(=[O:5])[CH:2]([CH3:4])[OH:3] |f:3.4.5.6|. Reported procedure: A polymeric aluminum lactate is prepared in a similar manner to that described in EXAMPLE 11 with the constituents following the formula Al2 (OH)5CH3CHOHCO2.2H2O. A typical batch comprises 106 grams of a 85% solution of lactic acid; 54 grams of activated aluminum and 381 grams of water. The mixture is left at room temperature until the activated aluminum has been substantially consumed. Starting materials: C(C1=CC=CC=C1)(C1=CC=CC=C1)(C1=CC=CC=C1)Cl (Trityl chloride), TEA, C(\C=C\CO)O (Trans-2-buten-1,4-diol), CCCCCC.CCOC(=O)C (Hexane EtOAc), ClC(C1=CC=CC=C1)(C2=CC=CC=C2)C3=CC=CC=C3 (TrCl), O (water), C(C1=CC=CC=C1)(C1=CC=CC=C1)(C1=CC=CC=C1)Cl (Trityl chloride). Reagents/catalysts: CN(C)C=1C=CN=CC1 (DMAP), CN(C)C=1C=CN=CC1 (DMAP). The solvent is C(Cl)Cl (DCM), C(Cl)Cl (DCM). Reaction conditions: time 30 minute. Product: C(C1=CC=CC=C1)(C1=CC=CC=C1)(C1=CC=CC=C1)OC/C=C/CO ((E)-4-(Trityloxy)but-2-en-1-ol). Reaction SMILES: [C:1](Cl)([C:14]1[CH:19]=[CH:18][CH:17]=[CH:16][CH:15]=1)([C:8]1[CH:13]=[CH:12][CH:11]=[CH:10][CH:9]=1)[C:2]1[CH:7]=[CH:6][CH:5]=[CH:4][CH:3]=1.[CH2:21]([OH:26])/[CH:22]=[CH:23]/[CH2:24][OH:25].CCCCCC.CCOC(C)=O.O>CN(C1C=CN=CC=1)C.C(Cl)Cl>[C:1]([O:25][CH2:24]/[CH:23]=[CH:22]/[CH2:21][OH:26])([C:14]1[CH:19]=[CH:18][CH:17]=[CH:16][CH:15]=1)([C:8]1[CH:13]=[CH:12][CH:11]=[CH:10][CH:9]=1)[C:2]1[CH:7]=[CH:6][CH:5]=[CH:4][CH:3]=1 |f:2.3|. Procedure: A solution of Trityl chloride (500 mg; 1.81 mmol), TEA (0.277 ml; 1.99 mmol) and DMAP (8.8 mg; 0.072 mmol) in dry DCM (5 ml) was added with a syringe to a solution of the diol (10) (800 mg; 9.07 mmol) in DCM (15 ml). The mixture was stirred at room temperature for 1 hour and 30 minutes, then other TrCl, TEA and DMAP (half quantities than before) were added. The reaction was stirred at the same temperature until TLC (Hexane/EtOAc 50:50) showed complete disappearance of Trityl chloride. After 1.5 ... Conditions: time 30 minute. Starting materials: aq. solution, OP(=O)(O)O (H3PO4), C(C)(C)C=1C=C(CC1)C (3-isopropyl-1methyl-1,3-cyclopentadiene), [OH-].[Na+] (sodium hydroxide), CC(=O)C (acetone). The solvent is C1CCOC1 (THF). Procedure: 3-isopropyl-1methyl-1,3-cyclopentadiene (39 g, 0.32 mol) was added at low temperature to a suspension of 12.8 g (0.32 mol) of sodium hydroxide in 200 mL of dry THF. After 30 min stirring, the reaction mixture was treated with 23.8 mL (0.32 mol) of acetone. The resulting solution was kept below room temperature overnight. Then the resulting mixture was neutralized with a 10% aq. solution of H3PO4, extracted with hexane (3×100 mL) and washed with water until neutral pH. The organic phase was separ... The product is CC1=CC(=CC1=C(C)C)C(C)C (1-methyl-3-isopropyl-6,6-dimethylfulvene). As a reaction SMILES: [CH:1]([C:4]1[CH:5]=[C:6]([CH3:9])[CH2:7][CH:8]=1)([CH3:3])[CH3:2].[OH-].[Na+].[CH3:12][C:13]([CH3:15])=O.OP(O)(O)=O>C1COCC1>[CH3:9][C:6]1[C:7](=[C:13]([CH3:15])[CH3:12])[CH:8]=[C:4]([CH:1]([CH3:3])[CH3:2])[CH:5]=1 |f:1.2|. Starting materials: C1(=CC=CC=C1)C=1OC(=C(N1)C(=O)O)C(F)(F)F (2-phenyl-5-trifluoromethyl-oxazole-4-carboxylic acid), NC=1C=NC(=NC1)N1C[C@H](CC1)O ((S)—N-(5-aminopyrimidin-2-yl)-pyrrolidin-3-ol). Yields the product O[C@@H]1CN(CC1)C1=NC=C(C=N1)NC(=O)C=1N=C(OC1C(F)(F)F)C1=CC=CC=C1 ((S)-2-phenyl-5-trifluoromethyl-oxazole-4-carboxylic acid-[2-(3-hydroxypyrrolidin-1-yl)pyrimidin-5-yl]amide). As a reaction SMILES: [C:1]1([C:7]2[O:8][C:9]([C:15]([F:18])([F:17])[F:16])=[C:10]([C:12]([OH:14])=O)[N:11]=2)[CH:6]=[CH:5][CH:4]=[CH:3][CH:2]=1.[NH2:19][C:20]1[CH:21]=[N:22][C:23]([N:26]2[CH2:30][CH2:29][C@H:28]([OH:31])[CH2:27]2)=[N:24][CH:25]=1>>[OH:31][C@H:28]1[CH2:29][CH2:30][N:26]([C:23]2[N:24]=[CH:25][C:20]([NH:19][C:12]([C:10]3[N:11]=[C:7]([C:1]4[CH:2]=[CH:3][CH:4]=[CH:5][CH:6]=4)[O:8][C:9]=3[C:15]([F:18])([F:17])[F:16])=[O:14])=[CH:21][N:22]=2)[CH2:27]1. Reported procedure: With a method similar to example 43 above, (S)-2-phenyl-5-trifluoromethyl-oxazole-4-carboxylic acid-[2-(3-hydroxypyrrolidin-1-yl)pyrimidin-5-yl]amide was prepared from 2-phenyl-5-trifluoromethyl-oxazole-4-carboxylic acid and (S)—N-(5-aminopyrimidin-2-yl)-pyrrolidin-3-ol. LCMS calcd for C19H16F3N5O3 m/e 419.37, obsd 420.1 (ES, M+H). Starting materials: CCO, [Cl-], CCOC(=O)C1=CC(CF)(CF)Oc2ccc([N+](=O)[O-])cc21, [Na+], [OH-]. Product: CCOC(=O)C1=CC(CF)(CF)Oc2ccc(N)cc21. Reaction SMILES: [CH2:26]([OH:27])[CH3:28].[Cl-:23].[F:1][CH2:2][C:3]1([CH2:21][F:22])[O:4][c:5]2[c:6]([cH:14][c:15]([N+:18]([O-:19])=[O:20])[cH:16][cH:17]2)[C:7]([C:9](=[O:10])[O:11][CH2:12][CH3:13])=[CH:8]1.[Na+:25].[OH-:24]>>[F:1][CH2:2][C:3]1([CH2:21][F:22])[O:4][c:5]2[c:6]([cH:14][c:15]([NH2:18])[cH:16][cH:17]2)[C:7]([C:9](=[O:10])[O:11][CH2:12][CH3:13])=[CH:8]1. Starting materials: CCO, NNC(=O)c1ccccc1[N+](=O)[O-], O=Cc1ccc2ccccc2n1. Product: O=C(NN=Cc1ccc2ccccc2n1)c1ccccc1[N+](=O)[O-]. As a reaction SMILES: [CH3:26][CH2:27][OH:28].[N+:13](=[O:14])([O-:15])[c:16]1[c:17]([C:18](=[O:19])[NH:20][NH2:21])[cH:22][cH:23][cH:24][cH:25]1.[n:1]1[c:2]([CH:11]=[O:12])[cH:3][cH:4][c:5]2[cH:6][cH:7][cH:8][cH:9][c:10]12>>[n:1]1[c:2]([CH:11]=[N:21][NH:20][C:18]([c:17]2[c:16]([N+:13](=[O:14])[O-:15])[cH:25][cH:24][cH:23][cH:22]2)=[O:19])[cH:3][cH:4][c:5]2[cH:6][cH:7][cH:8][cH:9][c:10]12.